Task: describe an organic reaction: reactants, conditions, products, and yield. Dataset: the Open Reaction Database (ORD), a public repository of structured organic reaction records Starting materials: [BH4-], CO, Cl, O=Cc1ccc(Oc2ccc(F)cc2)cc1, [Na+]. Yields the product OCc1ccc(Oc2ccc(F)cc2)cc1. Reaction SMILES: [BH4-:17].[CH3:20][OH:21].[ClH:19].[F:1][c:2]1[cH:3][cH:4][c:5]([O:6][c:7]2[cH:8][cH:9][c:10]([CH:11]=[O:12])[cH:13][cH:14]2)[cH:15][cH:16]1.[Na+:18]>>[F:1][c:2]1[cH:3][cH:4][c:5]([O:6][c:7]2[cH:8][cH:9][c:10]([CH2:11][OH:12])[cH:13][cH:14]2)[cH:15][cH:16]1. The reactants are CC1(OC2=C(CC1)C=CC(=C2)O)C (2,3-Dihydro-2,2-dimethyl-7-hydroxy-4H-1-benzopyran), ClC1=CC=C(C=C1)[N+](=O)[O-] (p-chloronitrobenzene), [OH-].[K+] (potassium hydroxide), CN(C=O)C (N,N-dimethylformamide). Solvent: C1(=CC=CC=C1)C (toluene). Run at temperature 110 celsius, time 1 hour. Yields the product CC1(OC2=C(CC1)C=CC(=C2)OC2=CC=C(C=C2)[N+](=O)[O-])C (2,3-Dihydro-2,2-dimethyl-7-(4-nitrophenoxy)-4H-1-benzopyran). Isolated yield 83.4%. RXN SMILES: [CH3:1][C:2]1([CH3:13])[CH2:7][CH2:6][C:5]2[CH:8]=[CH:9][C:10]([OH:12])=[CH:11][C:4]=2[O:3]1.Cl[C:15]1[CH:20]=[CH:19][C:18]([N+:21]([O-:23])=[O:22])=[CH:17][CH:16]=1.[OH-].[K+].CN(C)C=O>C1(C)C=CC=CC=1>[CH3:1][C:2]1([CH3:13])[CH2:7][CH2:6][C:5]2[CH:8]=[CH:9][C:10]([O:12][C:15]3[CH:20]=[CH:19][C:18]([N+:21]([O-:23])=[O:22])=[CH:17][CH:16]=3)=[CH:11][C:4]=2[O:3]1 |f:2.3|. Procedure details: 2,3-Dihydro-2,2-dimethyl-7-hydroxy-4H-1-benzopyran (2.0 g) synthesized as in Referential Example 19, 1.8 g of p-chloronitrobenzene, 0.9 g of potassium hydroxide, 20 ml of N,N-dimethylformamide and 10 ml of toluene were put into a flask equipped with the DeanStark condenser, and were heated to 110° C. While removing evaporated water as an azeotrope with toluene, the reaction was carried out for 1 hour. After cooling, the reaction mixture was poured into water, and extracted with ethyl acetate. Th... The reactants are O=C1CCCCCC1, C1CCOC1, [K+], [K+], O=C([O-])[O-], O=C(c1ccc(O)cc1)c1ccc(O)cc1, [Zn]. The product is Oc1ccc(C(=C2CCCCCC2)c2ccc(O)cc2)cc1. RXN SMILES: [C:17]1(=[O:24])[CH2:18][CH2:19][CH2:20][CH2:21][CH2:22][CH2:23]1.[CH2:31]1[O:32][CH2:33][CH2:34][CH2:35]1.[K+:25].[K+:26].[O-:27][C:28]([O-:29])=[O:30].[OH:1][c:2]1[cH:3][cH:4][c:5]([C:8](=[O:9])[c:10]2[cH:11][cH:12][c:13]([OH:16])[cH:14][cH:15]2)[cH:6][cH:7]1.[Zn:36]>>[OH:1][c:2]1[cH:3][cH:4][c:5]([C:8]([c:10]2[cH:11][cH:12][c:13]([OH:16])[cH:14][cH:15]2)=[C:17]2[CH2:18][CH2:19][CH2:20][CH2:21][CH2:22][CH2:23]2)[cH:6][cH:7]1. Procedure: A solution of 1-(2-(2-(2,5-dichloropyrimidin-4-yl)ethyl)phenyl)cyclopropanecarboxamide A14 (0.200 g, 0.595 mmol) in 1,4-dioxane (2.0 mL) containing 1-(5-aminopyridin-2-yl)ethanone (0.121 g, 0.892 mmol), Cs2CO3 (0.581 g, 1.78 mmol), Xantphos (0.014 g, 0.024 mmol) and palladium (II) acetate (2.67 mg, 0.012 mmol) was heated under microwave irradiation for 30 minutes at 120° C. The reaction mixture was adsorbed onto silica gel and purified by silica column chromatography (Combiflash Rf, 4 g SiO2 Car... Reactants: ClC1=NC=C(C(=N1)CCC1=C(C=CC=C1)C1(CC1)C(=O)N)Cl (1-(2-(2-(2,5-dichloropyrimidin-4-yl)ethyl)phenyl)cyclopropanecarboxamide), NC=1C=CC(=NC1)C(C)=O (1-(5-aminopyridin-2-yl)ethanone), C(=O)([O-])[O-].[Cs+].[Cs+] (Cs2CO3). The product is C(C)(=O)C1=CC=C(C=N1)NC1=NC=C(C(=N1)CCC1=C(C=CC=C1)C1(CC1)C(=O)N)Cl (1-(2-(2-(2-((6-Acetylpyridin-3-yl)amino)-5-chloropyrimidin-4-yl)ethyl)phenyl)cyclopropanecarboxamide). The solvent is O1CCOCC1 (1,4-dioxane). Isolated yield 70.0%. RXN SMILES: Cl[C:2]1[N:7]=[C:6]([CH2:8][CH2:9][C:10]2[CH:15]=[CH:14][CH:13]=[CH:12][C:11]=2[C:16]2([C:19]([NH2:21])=[O:20])[CH2:18][CH2:17]2)[C:5]([Cl:22])=[CH:4][N:3]=1.[NH2:23][C:24]1[CH:25]=[CH:26][C:27]([C:30](=[O:32])[CH3:31])=[N:28][CH:29]=1.C([O-])([O-])=O.[Cs+].[Cs+]>O1CCOCC1.C([O-])(=O)C.[Pd+2].C([O-])(=O)C.CC1(C)C2C(=C(P(C3C=CC=CC=3)C3C=CC=CC=3)C=CC=2)OC2C(P(C3C=CC=CC=3)C3C=CC=CC=3)=CC=CC1=2>[C:30]([C:27]1[N:28]=[CH:29][C:24]([NH:23][C:2]2[N:7]=[C:6]([CH2:8][CH2:9][C:10]3[CH:15]=[CH:14][CH:13]=[CH:12][C:11]=3[C:16]3([C:19]([NH2:21])=[O:20])[CH2:18][CH2:17]3)[C:5]([Cl:22])=[CH:4][N:3]=2)=[CH:25][CH:26]=1)(=[O:32])[CH3:31] |f:2.3.4,6.7.8|. Conditions: temperature 120 celsius. The reagents and catalysts are C(C)(=O)[O-].[Pd+2].C(C)(=O)[O-] (palladium (II) acetate), CC1(C2=C(C(=CC=C2)P(C3=CC=CC=C3)C4=CC=CC=C4)OC5=C(C=CC=C51)P(C6=CC=CC=C6)C7=CC=CC=C7)C (Xantphos). Starting materials: C(#N)C1=CC=C(C(=O)C2=CC=C(N2C)CC(=O)OCC)C=C1 (ethyl 5-(p-cyanobenzoyl)-1-methylpyrrole-2-acetate), [OH-].[Na+] (sodium hydroxide). Solvent: C(C)O (ethanol). Product: C(#N)C1=CC=C(C(=O)C2=CC=C(N2C)CC(=O)O)C=C1 (5-(p-Cyanobenzoyl)-1-methylpyrrole-2-acetic acid). RXN SMILES: [C:1]([C:3]1[CH:22]=[CH:21][C:6]([C:7]([C:9]2[N:13]([CH3:14])[C:12]([CH2:15][C:16]([O:18]CC)=[O:17])=[CH:11][CH:10]=2)=[O:8])=[CH:5][CH:4]=1)#[N:2].[OH-].[Na+]>C(O)C>[C:1]([C:3]1[CH:22]=[CH:21][C:6]([C:7]([C:9]2[N:13]([CH3:14])[C:12]([CH2:15][C:16]([OH:18])=[O:17])=[CH:11][CH:10]=2)=[O:8])=[CH:5][CH:4]=1)#[N:2] |f:1.2|. Procedure: A solution of 0.5 g. (0.0017 mole) of ethyl 5-(p-cyanobenzoyl)-1-methylpyrrole-2-acetate in 3 ml. ethanol is brought to reflux and 1.7 ml. of 1N sodium hydroxide solution is added dropwise. The mixture is refluxed for 3 minutes, and the ethanol is then evaporated in vacuo. The residue is diluted with water and acidified with dilute hydrochloric acid. A white solid precipitates, 5-(p-cyanobenzoyl)-1-methylpyrrole-2-acetic acid, which is collected by filtration and dried, m.p. 196-198° C. Run at temperature 50 celsius. The product is CS(=O)(OCCC(C)C)=S (3-methylbutyl Methanethiosulfonate). The yield is 69.9%. Reaction SMILES: Br[CH2:2][CH2:3][CH:4]([CH3:6])[CH3:5].[CH3:7][S:8](=[S:11])([O-:10])=[O:9].[Na+].O>CN(C=O)C>[CH3:7][S:8](=[S:11])([O:10][CH2:2][CH2:3][CH:4]([CH3:6])[CH3:5])=[O:9] |f:1.2|. Reported procedure: The reaction mixture of 1-bromo-3-methylbutane (1.7520 g, 0.0116 mol) and sodium methanethiosulfonate (1.554 g, 0.0116 mol) in dry DMF (5 mL) was heated at 50° C. for 2 hr. At room temperature, water (15 mL) was added and the mixture was extracted with ether (3×30 mL). The combined extracts were washed with brine, dried, concentrated. The residue was subjected to flash column chromatography on silica gel with EtOAc-hexanes (1:4). The product was obtained as a colorless liquid (1.4777 g, 70%). IR... The reactants are BrCCC(C)C (1-bromo-3-methylbutane), CS(=O)([O-])=S.[Na+] (sodium methanethiosulfonate), O (water). Run in CN(C)C=O (DMF). The reactants are CC(C)C[AlH]CC(C)C (DIBAL), BrC1=CC=C(C=C1)/C(/C(=O)O)=C\C1CCCCC1 ((E)-2-(4-bromo-phenyl)-3-cyclohexyl-acrylic acid), CO (MeOH). Solvent: C1(=CC=CC=C1)C (toluene), C1(=CC=CC=C1)C (toluene). Conditions: temperature -78 celsius, time 18 hour. The product is BrC1=CC=C(C=C1)/C(/CO)=C\C1CCCCC1 ((E)-2-(4-Bromo-phenyl)-3-cyclohexyl-prop-2-en-1-ol). The yield is 98.4%. RXN SMILES: CC(C[AlH]CC(C)C)C.[Br:10][C:11]1[CH:16]=[CH:15][C:14](/[C:17](=[CH:21]\[CH:22]2[CH2:27][CH2:26][CH2:25][CH2:24][CH2:23]2)/[C:18](O)=[O:19])=[CH:13][CH:12]=1.CO>C1(C)C=CC=CC=1>[Br:10][C:11]1[CH:12]=[CH:13][C:14](/[C:17](=[CH:21]\[CH:22]2[CH2:27][CH2:26][CH2:25][CH2:24][CH2:23]2)/[CH2:18][OH:19])=[CH:15][CH:16]=1. Procedure: Add DIBAL in toluene (673 mL, 1.0 M, 673 mmol) to a solution of (E)-2-(4-bromo-phenyl)-3-cyclohexyl-acrylic acid (52 g, 168 mmol) in toluene (1.6 1) maintained at −78° C. Then allow the reaction mixture to slowly warm to room temperature, and stir, it for 18 h. Cool reaction mixture to 0° C. and add MeOH to destroy excess amounts of DIBAL. Add Rochelle's salt (100 mL) and HCl (2 N). Separate the layers and wash the organic layer with brine. Filter through hydrophobic filter and concentrate to ob...